From a dataset of the Open Reaction Database (ORD), a public repository of structured organic reaction records. describe an organic reaction: reactants, conditions, products, and yield The solvent is C1CCOC1 (THF), C(C)(=O)OCC (ethyl acetate). RXN SMILES: [CH3:1][O:2][C:3]([CH:5]1[CH2:9][C:8]2[CH:10]=[C:11]([O:14][CH3:15])[CH:12]=[CH:13][C:7]=2[O:6]1)=[O:4].[CH3:16]N(P(N(C)C)(N(C)C)=O)C.[Li+].C[Si]([N-][Si](C)(C)C)(C)C.CI>C1COCC1.C(OCC)(=O)C>[CH3:1][O:2][C:3]([C:5]1([CH3:16])[CH2:9][C:8]2[CH:10]=[C:11]([O:14][CH3:15])[CH:12]=[CH:13][C:7]=2[O:6]1)=[O:4] |f:2.3|. Yields the product COC(=O)C1(OC2=C(C1)C=C(C=C2)OC)C (5-methoxy-2-methyl-2,3-dihydro-benzofuran-2-carboxylic acid methyl ester). Reported procedure: To a solution of 5-methoxy-2,3-dihydro-benzofuran-2-carboxylic acid methyl ester (0.44 g, 2.0 mmol) and HMPA (0.20 mL) in THF (15 mL) at −78° C. was added LiHMDS (1M in THF, 3.0 mL, 3.0 mmol). After 15 min, methyl iodide (0.42 g, 3.0 mmol) was added and the reaction was gradually warmed to 25° C. overnight. The reaction mixture was diluted with ethyl acetate and washed with a saturated aqueous solution of NH4Cl. The organic phase was dried and concentrated. The residue was chromatographed on sil... Reactants: CI (methyl iodide), COC(=O)C1OC2=C(C1)C=C(C=C2)OC (5-methoxy-2,3-dihydro-benzofuran-2-carboxylic acid methyl ester), CN(C)P(=O)(N(C)C)N(C)C (HMPA), [Li+].C[Si](C)(C)[N-][Si](C)(C)C (LiHMDS). Reaction conditions: temperature 25 celsius, time 15 minute. The reactants are [Al+3], [Cl-], [Cl-], [Cl-], Cl, O=C(O)c1ccc(Br)cc1F, CN(C)C=O, O=S(Cl)Cl, c1ccccc1. Product: O=C(c1ccccc1)c1ccc(Br)cc1F. Reaction SMILES: [Al+3:25].[Cl-:22].[Cl-:23].[Cl-:24].[ClH:26].[F:1][c:2]1[c:3]([C:4](=[O:5])[OH:6])[cH:7][cH:8][c:9]([Br:11])[cH:10]1.[O:27]=[CH:28][N:29]([CH3:30])[CH3:31].[S:12]([Cl:13])([Cl:14])=[O:15].[cH:16]1[cH:17][cH:18][cH:19][cH:20][cH:21]1>>[F:1][c:2]1[c:3]([C:4](=[O:6])[c:16]2[cH:17][cH:18][cH:19][cH:20][cH:21]2)[cH:7][cH:8][c:9]([Br:11])[cH:10]1. Reactants: CC(C)([O-])C.[K+] (potassium t-butoxide), C(CC)(=O)C=1C(CC(CC1O)C1=C(C=CC=C1)C1=CC=C(C=C1)O)=O (2-propionyl-3-hydroxy-5-((4-hydroxyphenyl)-phenyl)cyclohex-2-en-1-one), O (water), FC1=CC=C(C=C1)S(=O)(=O)C ((4-fluorophenyl)methyl sulfone). Run in CS(=O)C (methyl sulfoxide). Run at temperature 100 celsius, time 20 minute. Product: C(CC)(=O)C=1C(CC(CC1O)C1=CC=C(C=C1)OC1=CC=C(C=C1)S(=O)(=O)C)=O (2-Propionyl-3-hydroxy-5-(4-(4-(methylsulfonyl)phenoxy)phenyl)cyclohex-2-en-1-one). Reaction SMILES: C[C:2]([CH3:5])([O-:4])[CH3:3].[K+].[C:7]([C:11]1[C:12](=[O:31])[CH2:13][CH:14]([C:18]2[CH:23]=CC=C[C:19]=2C2C=CC(O)=CC=2)[CH2:15][C:16]=1[OH:17])(=[O:10])[CH2:8][CH3:9].F[C:33]1[CH:38]=[CH:37][C:36]([S:39]([CH3:42])(=[O:41])=[O:40])=[CH:35][CH:34]=1.O>CS(C)=O>[C:7]([C:11]1[C:12](=[O:31])[CH2:13][CH:14]([C:18]2[CH:19]=[CH:5][C:2]([O:4][C:33]3[CH:38]=[CH:37][C:36]([S:39]([CH3:42])(=[O:41])=[O:40])=[CH:35][CH:34]=3)=[CH:3][CH:23]=2)[CH2:15][C:16]=1[OH:17])(=[O:10])[CH2:8][CH3:9] |f:0.1|. Procedure: A solution of 1.7 g (15.0 mmol) of potassium t-butoxide in 15 mL of methyl sulfoxide at room temperature was treated with 2.0 g (11 mmol) of 2-propionyl-3-hydroxy-5-((4-hydroxyphenyl)-phenyl)cyclohex-2-en-1-one. After 20 minutes of stirring, 2.0 g (11 mmol) of (4-fluorophenyl)methyl sulfone was added thereto and the solution was heated, under nitrogen, at 100° C. for 2.5 hours. The mixture was cooled to room temperature, poured into 100 mL of cold water and washed with 30 mL of diether ether and... The reactants are ClC1=C(N(C(C(=N1)NC[C@@H]1N(CCCC1)CC1CC1)=O)CC(=O)OCC1=CC=CC=C1)C (benzyl 2-[3-chloro-5-({[(2R)-1-(cyclopropylmethyl)piperidinyl]methyl}amino)-2-methyl-6-oxo-1(6H)-pyrazinyl]acetate). The reagents and catalysts are [OH-].[Pd+2].[OH-] (palladium hydroxide). Yields the product ClC1=C(N(C(C(=N1)NC[C@@H]1N(CCCC1)CC1CC1)=O)CC(=O)O)C (2-[3-chloro-5-({[(2R)-1-(cyclopropylmethyl)piperidinyl]methyl}amino)-2-methyl-6-oxo-1(6H)-pyrazinyl]acetic acid), product. The yield is 100.0%. Reaction SMILES: [Cl:1][C:2]1[N:7]=[C:6]([NH:8][CH2:9][C@H:10]2[CH2:15][CH2:14][CH2:13][CH2:12][N:11]2[CH2:16][CH:17]2[CH2:19][CH2:18]2)[C:5](=[O:20])[N:4]([CH2:21][C:22]([O:24]CC2C=CC=CC=2)=[O:23])[C:3]=1[CH3:32]>[OH-].[Pd+2].[OH-]>[Cl:1][C:2]1[N:7]=[C:6]([NH:8][CH2:9][C@H:10]2[CH2:15][CH2:14][CH2:13][CH2:12][N:11]2[CH2:16][CH:17]2[CH2:18][CH2:19]2)[C:5](=[O:20])[N:4]([CH2:21][C:22]([OH:24])=[O:23])[C:3]=1[CH3:32] |f:1.2.3|. Procedure: The title compound was prepared by a similar method to preparation 44 from benzyl 2-[3-chloro-5-({[(2R)-1-(cyclopropylmethyl)piperidinyl]methyl}amino)-2-methyl-6-oxo-1(6H)-pyrazinyl]acetate [see preparation 71] and palladium hydroxide. To afford the product as a yellow foam, (100%). Reactants: solution, C(C)C1=NC=NC=C1 (4-ethylpyrimidine), C(C)(C)NC(C)C (diisopropylamine), C(CCC)[Li] (n-butyllithium), IC (iodomethane). Run in O1CCCC1 (tetrahydrofuran), O (Water), O1CCCC1 (tetrahydrofuran), CCCCCC (hexane). Reaction conditions: time 0.75 hour. Product: C(C)(C)[N-]C(C)C.[Li+] (lithium diisopropylamide), CC(C)C1=NC=NC=C1 (4-(1-Methylethyl)pyrimidine). As a reaction SMILES: [CH:1]([NH:4][CH:5]([CH3:7])[CH3:6])([CH3:3])[CH3:2].[CH2:8]([Li:12])CCC.[CH2:13]([C:15]1[CH:20]=[CH:19][N:18]=[CH:17][N:16]=1)[CH3:14].IC>CCCCCC.O1CCCC1.O>[CH:1]([N-:4][CH:5]([CH3:7])[CH3:6])([CH3:3])[CH3:2].[Li+:12].[CH3:14][CH:13]([C:15]1[CH:20]=[CH:19][N:18]=[CH:17][N:16]=1)[CH3:8] |f:7.8|. Procedure details: A solution of lithium diisopropylamide was prepared as described in Example 1(i) from diisopropylamine (6.88 g) and n-butyllithium (27.0 ml of a 2.5M solution in hexane) in dry tetrahydrofuran (180 ml) under an atmosphere of dry nitrogen. To this solution at -70°, a solution of 4-ethylpyrimidine (7.35 g) in dry tetrahydrofuran (20 ml) was added dropwise over 0.17 hour. The solution was stirred at -70° for 0.75 hour and then iodomethane (11.60 g) was added. The mixture was stirred for a further 3... Starting materials: CCOC(=O)CCc1cn(Cc2ccc(OCc3csc(-c4ccccc4)n3)nc2)nc1OCC, CCO, Cl, [Na+], C1CCOC1, [OH-]. Yields the product CCOc1nn(Cc2ccc(OCc3csc(-c4ccccc4)n3)nc2)cc1CCC(=O)O. As a reaction SMILES: [CH2:1]([CH3:2])[O:3][c:4]1[n:5][n:6]([CH2:16][c:17]2[cH:18][n:19][c:20]([O:23][CH2:24][c:25]3[n:26][c:27](-[c:30]4[cH:31][cH:32][cH:33][cH:34][cH:35]4)[s:28][cH:29]3)[cH:21][cH:22]2)[cH:7][c:8]1[CH2:9][CH2:10][C:11](=[O:12])[O:13][CH2:14][CH3:15].[CH3:44][CH2:45][OH:46].[ClH:43].[Na+:37].[O:38]1[CH2:39][CH2:40][CH2:41][CH2:42]1.[OH-:36]>>[CH2:1]([CH3:2])[O:3][c:4]1[n:5][n:6]([CH2:16][c:17]2[cH:18][n:19][c:20]([O:23][CH2:24][c:25]3[n:26][c:27](-[c:30]4[cH:31][cH:32][cH:33][cH:34][cH:35]4)[s:28][cH:29]3)[cH:21][cH:22]2)[cH:7][c:8]1[CH2:9][CH2:10][C:11](=[O:12])[OH:13].